Task: describe an organic reaction: reactants, conditions, products, and yield. Dataset: the Open Reaction Database (ORD), a public repository of structured organic reaction records The reactants are FC=1C=C(C(=O)OC)C=C(C1OCC#C)F (methyl 3,5-difluoro-4-(2-propynyloxy)benzoate), [OH-].[Na+] (sodium hydroxide). Solvent: C(C)O (ethanol). Run at time 2 hour. Product: FC=1C=C(C(=O)O)C=C(C1OCC#C)F (3,5-difluoro-4-(2-propynyloxy)benzoic acid). Isolated yield 96.9%. As a reaction SMILES: [F:1][C:2]1[CH:3]=[C:4]([CH:9]=[C:10]([F:16])[C:11]=1[O:12][CH2:13][C:14]#[CH:15])[C:5]([O:7]C)=[O:6].[OH-].[Na+]>C(O)C>[F:1][C:2]1[CH:3]=[C:4]([CH:9]=[C:10]([F:16])[C:11]=1[O:12][CH2:13][C:14]#[CH:15])[C:5]([OH:7])=[O:6] |f:1.2|. Procedure: To 30 ml of ethanol were added 5.5 g of methyl 3,5-difluoro-4-(2-propynyloxy)benzoate and 10 ml of 15% aqueous sodium hydroxide solution and the mixture obtained was stirred at room temperature for 2 hours. Then, the reaction mixture was concentrated under reduced pressure. Hydrochloric acid was added to the residue for acidification and then, solid precipitated was collected by filtration to obtain 5.0 g of 3,5-difluoro-4-(2-propynyloxy)benzoic acid represented by the formula: The reactants are amine, NC1=C(C=C(C=C1)S(=O)(=O)N([C@@H](CCCCNC(=O)[C@H](CC1=CC=CC2=CC=CC=C12)NC(=O)N1CCOCC1)CO)CC(C)C)Cl ((1S,5S)-Morpholine-4-carboxylic Acid (1-{5-[(4-Amino-3-chloro-benzenesulfonyl)-isobutyl-amino]-6-hydroxy-hexylcarbamoyl}-2-naphthalen-1-yl-ethyl)-amide), C1(=CC=C(C=C1)C[C@@H](C(=O)O)NC(=O)OC(C)(C)C)C1=CC=CC=C1 ((2S)-3-biphenyl-4-yl-2-tert-butoxycarbonylamino-propionic acid). Yields the product C(C)(C)(C)OC(N[C@@H](CC1=CC=C(C=C1)C1=CC=CC=C1)C(NCCCC[C@@H](CO)N(CC(C)C)S(=O)(=O)C1=CC=C(C=C1)N)=O)=O ((1S,5S)-(1-{5-[(4-Amino-benzenesulfonyl)-isobutyl-amino]-6-hydroxy-hexylcarbamoyl}-2-biphenyl-4-yl-ethyl)-carbamic Acid tert-Butyl Ester). RXN SMILES: [NH2:1][C:2]1[CH:7]=[CH:6][C:5]([S:8]([N:11]([CH2:43][CH:44]([CH3:46])[CH3:45])[C@H:12]([CH2:41][OH:42])[CH2:13][CH2:14][CH2:15][CH2:16][NH:17]C([C@@H](NC(N2CCOCC2)=O)CC2C3C(=CC=CC=3)C=CC=2)=O)(=[O:10])=[O:9])=[CH:4][C:3]=1Cl.[C:48]1([C:67]2[CH:72]=[CH:71][CH:70]=[CH:69][CH:68]=2)[CH:53]=[CH:52][C:51]([CH2:54][C@H:55]([NH:59][C:60]([O:62][C:63]([CH3:66])([CH3:65])[CH3:64])=[O:61])[C:56]([OH:58])=O)=[CH:50][CH:49]=1>>[C:63]([O:62][C:60](=[O:61])[NH:59][C@H:55]([C:56](=[O:58])[NH:17][CH2:16][CH2:15][CH2:14][CH2:13][C@H:12]([N:11]([S:8]([C:5]1[CH:6]=[CH:7][C:2]([NH2:1])=[CH:3][CH:4]=1)(=[O:10])=[O:9])[CH2:43][CH:44]([CH3:45])[CH3:46])[CH2:41][OH:42])[CH2:54][C:51]1[CH:50]=[CH:49][C:48]([C:67]2[CH:68]=[CH:69][CH:70]=[CH:71][CH:72]=2)=[CH:53][CH:52]=1)([CH3:66])([CH3:64])[CH3:65]. Procedure: The title compound was prepared from the amine, (1S)-4-amino-N-(5-amino-1-hydroxymethyl-pentyl)-N-isobutyl-benzenesulfonamide (XII) (example 28, step D), and the acid, (2S)-3-biphenyl-4-yl-2-tert-butoxycarbonylamino-propionic acid, as described in general procedure E. The final product was obtained in 67% yield. Reactants: CC(=O)OC=O, Cl, CCCC(NOC1CCCCO1)C(CC1CCCCC1)C(=O)O, c1ccncc1. The product is CCCC(C(CC1CCCCC1)C(=O)O)N(C=O)OC1CCCCO1. Reaction SMILES: [C:24]([O:25][CH:27]=[O:28])(=[O:26])[CH3:29].[ClH:30].[O:1]1[CH:2]([O:7][NH:8][CH:9]([CH:10]([C:11](=[O:12])[OH:13])[CH2:14][CH:15]2[CH2:16][CH2:17][CH2:18][CH2:19][CH2:20]2)[CH2:21][CH2:22][CH3:23])[CH2:3][CH2:4][CH2:5][CH2:6]1.[cH:31]1[cH:32][cH:33][n:34][cH:35][cH:36]1>>[O:1]1[CH:2]([O:7][N:8]([CH:9]([CH:10]([C:11](=[O:12])[OH:13])[CH2:14][CH:15]2[CH2:16][CH2:17][CH2:18][CH2:19][CH2:20]2)[CH2:21][CH2:22][CH3:23])[CH:24]=[O:26])[CH2:3][CH2:4][CH2:5][CH2:6]1. Starting materials: CS(=O)(=O)C=1C=C(C=CC1)C1=CC(=NC(=N1)OC)NCCC1=CC=C(C=C1)OC ([6-(3-Methanesulfonyl-phenyl)-2-methoxy-pyrimidin-4-yl]-[2-(4-methoxy-phenyl)-ethyl]-amine), ClC1=C(C=CC(=C1)Cl)CCNC1=CC(=NC(=N1)OC)C=1C=C(OCC(=N)NO)C=CC1 (2-(3-{6-[2-(2,4-dichloro-phenyl)-ethylamino]-2-methoxy-pyrimidin-4-yl}-phenoxy)-N-hydroxy-acetamidine), ClC1=C(C=CC(=C1)Cl)CCNC1=CC(=NC(=N1)OC)C=1C=C(OCC#N)C=CC1 ((3-{6-[2-(2,4-dichloro-phenyl)-ethylamino]-2-methoxy-pyrimidin-4-yl}-phenoxy)-acetonitrile), ClC1=C(C(=CC=C1)F)CCNC1=CC(=NC(=N1)OC)C=1C=C(OCC(=N)NO)C=CC1 (2-(3-{6-[2-(2-chloro-6-fluoro-phenyl)-ethylamino]-2-methoxy-pyrimidin-4-yl}-phenoxy)-N-hydroxy-acetamidine), ( ii ), ( iii ). Yields the product Cl.ClC1=C(C(=CC=C1)F)CCNC1=CC(=NC(=N1)OC)C=1C=C(OCC2=NOC(N2)=O)C=CC1 (3-(3-{6-[2-(2-Chloro-6-fluoro-phenyl)-ethylamino]-2-methoxy-pyrimidin-4-yl}-phenoxymethyl)-4H-[1,2,4]oxadiazol-5-one hydrochloride). Reaction SMILES: CS(C1C=C(C2N=[C:15]([O:17]C)N=C(NCCC3C=CC(OC)=CC=3)C=2)C=CC=1)(=O)=O.[Cl:30]C1C=C(Cl)C=CC=1CCNC1N=C(OC)N=C(C2C=C(C=CC=2)OCC#N)C=1.[Cl:59][C:60]1[CH:65]=[CH:64][CH:63]=[C:62]([F:66])[C:61]=1[CH2:67][CH2:68][NH:69][C:70]1[N:75]=[C:74]([O:76][CH3:77])[N:73]=[C:72]([C:78]2[CH:79]=[C:80]([CH:87]=[CH:88][CH:89]=2)[O:81][CH2:82][C:83]([NH:85][OH:86])=[NH:84])[CH:71]=1.ClC1C=C(Cl)C=CC=1CCNC1N=C(OC)N=C(C2C=C(C=CC=2)OCC(NO)=N)C=1>>[ClH:30].[Cl:59][C:60]1[CH:65]=[CH:64][CH:63]=[C:62]([F:66])[C:61]=1[CH2:67][CH2:68][NH:69][C:70]1[N:75]=[C:74]([O:76][CH3:77])[N:73]=[C:72]([C:78]2[CH:79]=[C:80]([CH:87]=[CH:88][CH:89]=2)[O:81][CH2:82][C:83]2[NH:84][C:15](=[O:17])[O:86][N:85]=2)[CH:71]=1 |f:4.5|. Reported procedure: By proceeding in a similar manner to Example 34(a) above but: (i) substituting (3-{6-[2-(2-chloro-6-fluoro-phenyl)-ethylamino]-2-methoxy-pyrimidin-4-yl}-phenoxy)-acetonitrile [164 mg, Example 22(f)] for (3-{6-[2-(2,4-dichloro-phenyl)-ethylamino]-2-methoxy-pyrimidin-4-yl}-phenoxy)-acetonitrile there is prepared 2-(3-{6-[2-(2-chloro-6-fluoro-phenyl)-ethylamino]-2-methoxy-pyrimidin-4-yl}-phenoxy)-N-hydroxy-acetamidine (166 mg, 94%), (ii) substituting 2-(3-{6-[2-(2-chloro-6-fluoro-phenyl)-ethylamino... Reactants: Cc1ccccc1, CCOC(=O)CC(C)(C)CC=O, O=P(Cl)(Cl)Cl. Product: CC1(C)C=COC(=O)C1. As a reaction SMILES: [CH3:18][c:19]1[cH:20][cH:21][cH:22][cH:23][cH:24]1.[CH3:1][C:2]([CH2:3][C:4](=[O:5])[O:6][CH2:8][CH3:11])([CH2:9][CH:10]=[O:7])[CH3:12].[P:13]([Cl:14])([Cl:15])([Cl:16])=[O:17]>>[CH3:1][C:2]1([CH3:12])[CH2:3][C:4](=[O:5])[O:6][CH:10]=[CH:9]1. Procedure details: A suspension of 4-(6-propionylaminomethylpyridin-2-yl)-2-thioureidothiazole (14.67 g) and methyl iodide (7.77 g) in methanol (300 ml) was refluxed for 3 hours. The solvent was removed under reduced pressure. The residue was crystallized from ethyl acetate to afford 2-[(amino)(methylthio)methyleneamino]-4-(6-propionylaminomethylpyridin-2-yl)thiazole hydriodide (13.68 g). The solvent is CO (methanol). Reaction SMILES: [C:1]([NH:5][CH2:6][C:7]1[N:12]=[C:11]([C:13]2[N:14]=[C:15]([NH:18][C:19]([NH2:21])=[S:20])[S:16][CH:17]=2)[CH:10]=[CH:9][CH:8]=1)(=[O:4])[CH2:2][CH3:3].[CH3:22][I:23]>CO>[IH:23].[NH2:21][C:19](=[N:18][C:15]1[S:16][CH:17]=[C:13]([C:11]2[CH:10]=[CH:9][CH:8]=[C:7]([CH2:6][NH:5][C:1](=[O:4])[CH2:2][CH3:3])[N:12]=2)[N:14]=1)[S:20][CH3:22] |f:3.4|. Reactants: C(CC)(=O)NCC1=CC=CC(=N1)C=1N=C(SC1)NC(=S)N (4-(6-propionylaminomethylpyridin-2-yl)-2-thioureidothiazole), CI (methyl iodide). The product is I.NC(SC)=NC=1SC=C(N1)C1=NC(=CC=C1)CNC(CC)=O (2-[(amino)(methylthio)methyleneamino]-4-(6-propionylaminomethylpyridin-2-yl)thiazole hydriodide). The yield is 64.7%. Procedure details: A solution of 2.00 g (9.70 mmol) of methyl 1-methyl-2-oxo-1,3-dihydro-2H-benzimidazole-7-carboxylate in 20 mL of phosphorous oxychloride was heated at 100° C. for 6 h. The reaction was concentrated in vacuo and the thus obtained residue was quenched with water and extracted with ethyl acetate. The organics were dried over sodium sulfate, filtered, and concentrated in vacuo. The thus obtained residue was purified via flash chromatography eluting with a solution of 20% ethyl acetate/hexanes to giv... As a reaction SMILES: [CH3:1][N:2]1[C:6]2[C:7]([C:11]([O:13][CH3:14])=[O:12])=[CH:8][CH:9]=[CH:10][C:5]=2[NH:4][C:3]1=O.P(Cl)(Cl)([Cl:18])=O>>[Cl:18][C:3]1[N:2]([CH3:1])[C:6]2[C:7]([C:11]([O:13][CH3:14])=[O:12])=[CH:8][CH:9]=[CH:10][C:5]=2[N:4]=1. The reactants are CN1C(NC2=C1C(=CC=C2)C(=O)OC)=O (methyl 1-methyl-2-oxo-1,3-dihydro-2H-benzimidazole-7-carboxylate), P(=O)(Cl)(Cl)Cl (phosphorous oxychloride). Yield: 81.0%. Yields the product ClC1=NC2=C(N1C)C(=CC=C2)C(=O)OC (Methyl 2-chloro-1-methyl-1H-benzimidazole-7-carboxylate).